From a dataset of the Open Reaction Database (ORD), a public repository of structured organic reaction records. describe an organic reaction: reactants, conditions, products, and yield Reactants: CS(=O)(=O)OCCCOC1=CC(=C(C(=C1)F)CSC=1N(C(=CN1)C(C)(C)C1=CC(=C(C=C1)F)OC)C1=CC=C(C=C1)F)Cl (3-(3-chloro-5-fluoro-4-((5-(2-(4-fluoro-3-methoxyphenyl)propan-2-yl)-1-(4-fluorophenyl)-1H-imidazol-2-ylthio)methyl)phenoxy)propyl methanesulfonate), [N-]=[N+]=[N-].[Na+] (NaN3). Solvent: CN(C)C=O (DMF). Run at time 16 hour. Yields the product N(=[N+]=[N-])CCCOC1=CC(=C(CSC=2N(C(=CN2)C(C)(C)C2=CC(=C(C=C2)F)OC)C2=CC=C(C=C2)F)C(=C1)F)Cl (2-(4-(3-azidopropoxy)-2-chloro-6-fluorobenzylthio)-5-(2-(4-fluoro-3-methoxyphenyl)-propan-2-yl)-1-(4-fluorophenyl)-1H-imidazole). The yield is 79.4%. As a reaction SMILES: CS(O[CH2:6][CH2:7][CH2:8][O:9][C:10]1[CH:15]=[C:14]([F:16])[C:13]([CH2:17][S:18][C:19]2[N:20]([C:36]3[CH:41]=[CH:40][C:39]([F:42])=[CH:38][CH:37]=3)[C:21]([C:24]([C:27]3[CH:32]=[CH:31][C:30]([F:33])=[C:29]([O:34][CH3:35])[CH:28]=3)([CH3:26])[CH3:25])=[CH:22][N:23]=2)=[C:12]([Cl:43])[CH:11]=1)(=O)=O.[N-:44]=[N+:45]=[N-:46].[Na+]>CN(C=O)C>[N:44]([CH2:6][CH2:7][CH2:8][O:9][C:10]1[CH:15]=[C:14]([F:16])[C:13]([CH2:17][S:18][C:19]2[N:20]([C:36]3[CH:37]=[CH:38][C:39]([F:42])=[CH:40][CH:41]=3)[C:21]([C:24]([C:27]3[CH:32]=[CH:31][C:30]([F:33])=[C:29]([O:34][CH3:35])[CH:28]=3)([CH3:26])[CH3:25])=[CH:22][N:23]=2)=[C:12]([Cl:43])[CH:11]=1)=[N+:45]=[N-:46] |f:1.2|. Reported procedure: To a solution of 3-(3-chloro-5-fluoro-4-((5-(2-(4-fluoro-3-methoxyphenyl)propan-2-yl)-1-(4-fluorophenyl)-1H-imidazol-2-ylthio)methyl)phenoxy)propyl methanesulfonate (470 mg, 0.72 mmol) in DMF (3 mL) at 0° C. was added NaN3 (186 mg, 2.87 mmol). After stirring for 16 h, the mixture was partitioned in EtOAc (20 mL) and water (20 mL). The separated organic layer was washed with 1M HCl (10 mL) and water (10 mL) successively, dried over MgSO4, filtered and evaporated. The mixture was purified by colum... The solvent is CN(C=O)C (N,N-dimethylformamide). Reaction SMILES: [Cl:1][C:2]1[CH:17]=[CH:16][C:15]([C@H:18]2[C@H:23]([O:24][CH2:25][C:26]3[CH:31]=[CH:30][CH:29]=[CH:28][CH:27]=3)[C@@H:22]([O:32][CH2:33][C:34]3[CH:39]=[CH:38][CH:37]=[CH:36][CH:35]=3)[C@H:21]([O:40][CH2:41][C:42]3[CH:47]=[CH:46][CH:45]=[CH:44][CH:43]=3)[C@@H:20]([CH2:48][O:49][CH2:50][C:51]3[CH:56]=[CH:55][CH:54]=[CH:53][CH:52]=3)[O:19]2)=[CH:14][C:3]=1[CH2:4][C:5]1[N:10]=[N:9][C:8](C(O)=O)=[CH:7][CH:6]=1.[CH:57]([NH:59][NH2:60])=[O:58].CCN=C=NCCCN(C)C.O.ON1C2C=CC=CC=2N=N1.CN1CC[O:87][CH2:86]C1>CN(C)C=O>[Cl:1][C:2]1[CH:17]=[CH:16][C:15]([C@H:18]2[C@H:23]([O:24][CH2:25][C:26]3[CH:31]=[CH:30][CH:29]=[CH:28][CH:27]=3)[C@@H:22]([O:32][CH2:33][C:34]3[CH:39]=[CH:38][CH:37]=[CH:36][CH:35]=3)[C@H:21]([O:40][CH2:41][C:42]3[CH:43]=[CH:44][CH:45]=[CH:46][CH:47]=3)[C@@H:20]([CH2:48][O:49][CH2:50][C:51]3[CH:52]=[CH:53][CH:54]=[CH:55][CH:56]=3)[O:19]2)=[CH:14][C:3]=1[CH2:4][C:5]1[N:10]=[N:9][C:8]([C:57]([NH:59][NH:60][CH:86]=[O:87])=[O:58])=[CH:7][CH:6]=1 |f:3.4|. Conditions: time 8 hour. Procedure details: To a mixture of 6-(2-chloro-5-((2S,3S,4R,5R,6R)-3,4,5-tris(benzyloxy)-6-(benzyloxymethyl)-tetrahydro-2H-pyran-2-yl)benzyl)pyridazine-3-carboxylic acid (1.4 mmol) from Step 1, formic hydrazide (107 mg, 1.8 mmol), EDCI (394 mg, 2.1 mmol), and 1-hydroxybenzotriazole hydrate (426 mg, 2.7 mmol) in N,N-dimethylformamide (15 mL) was added 4-methylmorpholine (0.45 mL, 4.1 mmol). The resulting mixture was stirred at ambient temperature overnight. After dilution with ethyl acetate, the organic layer was s... Reactants: ClC1=C(CC2=CC=C(N=N2)C(=O)O)C=C(C=C1)[C@@H]1O[C@@H]([C@H]([C@@H]([C@H]1OCC1=CC=CC=C1)OCC1=CC=CC=C1)OCC1=CC=CC=C1)COCC1=CC=CC=C1 (6-(2-Chloro-5-((2S,3S,4R,5R,6R)-3,4,5-tris(benzyloxy)-6-(benzyloxymethyl)-tetrahydro-2H-pyran-2-yl)benzyl)pyridazine-3-carboxylic acid), C(=O)NN (formic hydrazide), CCN=C=NCCCN(C)C (EDCI), O.ON1N=NC2=C1C=CC=C2 (1-hydroxybenzotriazole hydrate), CN1CCOCC1 (4-methylmorpholine). Product: ClC1=C(CC2=CC=C(N=N2)C(=O)NNC=O)C=C(C=C1)[C@@H]1O[C@@H]([C@H]([C@@H]([C@H]1OCC1=CC=CC=C1)OCC1=CC=CC=C1)OCC1=CC=CC=C1)COCC1=CC=CC=C1 (6-(2-Chloro-5-((2S,3S,4R,5R,6R)-3,4,5-tris(benzyloxy)-6-(benzyloxymethyl)-tetrahydro-2H-pyran-2-yl)benzyl)-N′-formylpyridazine-3-carbohydrazide). Starting materials: C(C)OC(C(C)(C)OC1=CC(=CC=C1)OCCC=1N=C(OC1C)C1=CC=C(C=C1)C1=CC=CC=C1)=O (2-{3-[2-(2-biphenyl-4-yl-5-methyloxazol-4-yl)ethoxy]phenoxy}-2-methylpropionic acid ethyl ester), [OH-].[Na+] (NaOH). The solvent is C(C)O (ethanol), C1CCOC1 (THF). Run at temperature 55 celsius, time 1 hour. The product is C1(=CC=C(C=C1)C=1OC(=C(N1)CCOC=1C=C(OC(C(=O)O)(C)C)C=CC1)C)C1=CC=CC=C1 (2-{3-[2-(2-Biphenyl-4-yl-5-methyloxazol-4-yl)ethoxy]phenoxy}-2-methylpropionic acid). Isolated yield 99.0%. Reaction SMILES: C([O:3][C:4](=[O:36])[C:5]([O:8][C:9]1[CH:14]=[CH:13][CH:12]=[C:11]([O:15][CH2:16][CH2:17][C:18]2[N:19]=[C:20]([C:24]3[CH:29]=[CH:28][C:27]([C:30]4[CH:35]=[CH:34][CH:33]=[CH:32][CH:31]=4)=[CH:26][CH:25]=3)[O:21][C:22]=2[CH3:23])[CH:10]=1)([CH3:7])[CH3:6])C.[OH-].[Na+]>C(O)C.C1COCC1>[C:27]1([C:30]2[CH:35]=[CH:34][CH:33]=[CH:32][CH:31]=2)[CH:26]=[CH:25][C:24]([C:20]2[O:21][C:22]([CH3:23])=[C:18]([CH2:17][CH2:16][O:15][C:11]3[CH:10]=[C:9]([CH:14]=[CH:13][CH:12]=3)[O:8][C:5]([CH3:7])([CH3:6])[C:4]([OH:36])=[O:3])[N:19]=2)=[CH:29][CH:28]=1 |f:1.2|. Procedure details: Under nitrogen, 2-{3-[2-(2-biphenyl-4-yl-5-methyloxazol-4-yl)ethoxy]phenoxy}-2-methylpropionic acid ethyl ester (0.53 mmol) in ethanol (2.5 mL) and THF (2.5 mL) was treated with 2.0 N NaOH (2.0 mL). The reaction mixture was stirred at 55° C. for 1 h and concentrated in vacuo. The resulting slurry was suspended in ethyl acetate, acidified to pH 1 with 1N HCl, and partitioned. The organic layer was washed with brine, dried (Na2SO4), and concentrated in vacuo to provide the product in 99% yield as ... The reactants are OC1=C2C(=CC=NC2=C(C=C1OC)[N+](=O)[O-])C (5-hydroxy-6-methoxy-4-methyl-8-nitroquinoline), BrCCCCCCCCC1=CC=CC=C1 (1-bromo-8-phenyloctane), CN(C)P(=O)(N(C)C)N(C)C (HMPA), C1C(C)O1 (propylene oxide), OC1=C2C(=CC=NC2=C(C=C1OC)[N+](=O)[O-])C (5-hydroxy-6-methoxy-4-methyl-8-nitroquinoline). Solvent: CCN(CC)CC (Et3N). Reaction conditions: time 1 hour. The product is COC=1C(=C2C(=CC=NC2=C(C1)[N+](=O)[O-])C)OCCCCCCCCC1=CC=CC=C1 (6-methoxy-4-methyl-8-nitro-5-(8-phenyloctoxy) quinoline). Yield: 60.6%. As a reaction SMILES: [OH:1][C:2]1[C:11]([O:12][CH3:13])=[CH:10][C:9]([N+:14]([O-:16])=[O:15])=[C:8]2[C:3]=1[C:4]([CH3:17])=[CH:5][CH:6]=[N:7]2.Br[CH2:19][CH2:20][CH2:21][CH2:22][CH2:23][CH2:24][CH2:25][CH2:26][C:27]1[CH:32]=[CH:31][CH:30]=[CH:29][CH:28]=1.CN(P(N(C)C)(N(C)C)=O)C.C1OC1C>CCN(CC)CC>[CH3:13][O:12][C:11]1[C:2]([O:1][CH2:19][CH2:20][CH2:21][CH2:22][CH2:23][CH2:24][CH2:25][CH2:26][C:27]2[CH:32]=[CH:31][CH:30]=[CH:29][CH:28]=2)=[C:3]2[C:8](=[C:9]([N+:14]([O-:16])=[O:15])[CH:10]=1)[N:7]=[CH:6][CH:5]=[C:4]2[CH3:17]. Reported procedure: To a stirred mixture of 5-hydroxy-6-methoxy-4-methyl-8-nitroquinoline (4.98 g, 0.02 mol), 1-bromo-8-phenyloctane (4.7 g, 0.017 mol) and HMPA (13 ml), at 120° C., was added, dropwise, during 1 h, a mixture of propylene oxide (6 ml) and Et3N (1 ml). The reaction was continued for 3.5 h, allowed to cool and extracted successively with pet ether, Et2O and Me2CO leaving 1 g of insoluble starting material, 5-hydroxy-6-methoxy-4-methyl-8-nitroquinoline. The combined pet ether and Et2O extracts were was... Starting materials: C(C)O (ethanol), O (water), C1(CC1)C(=O)C1=CC=C(C=C1)C(C#N)(C)C (2-(4-cyclopropanecarbonyl-phenyl)-2-methyl-propionitrile). The solvent is [OH-].[K+] (potassium hydroxide), [OH-].[K+] (potassium hydroxide). Run at time 8 hour. The product is C1(CC1)C(=O)C1=CC=C(C=C1)C(C(=O)N)(C)C (2-(4-Cyclopropanecarbonyl-phenyl)-2-methyl-propionamide). Reaction SMILES: [CH:1]1([C:4]([C:6]2[CH:11]=[CH:10][C:9]([C:12]([CH3:16])([CH3:15])[C:13]#[N:14])=[CH:8][CH:7]=2)=[O:5])[CH2:3][CH2:2]1.C([OH:19])C.O>[OH-].[K+]>[CH:1]1([C:4]([C:6]2[CH:7]=[CH:8][C:9]([C:12]([CH3:16])([CH3:15])[C:13]([NH2:14])=[O:19])=[CH:10][CH:11]=2)=[O:5])[CH2:2][CH2:3]1 |f:3.4|. Procedure details: Dissolve 2-(4-cyclopropanecarbonyl-phenyl)-2-methyl-propionitrile (100 mg in aqueous ethanolic potassium hydroxide (2 mL) (prepared from ethanol (5 mL), water (5 mL) and solid potassium hydroxide (1.5 g). Stir overnight at room temperature, then heat at reflux for 6 hours. Cool and evaporate the solvent in vacuo to give the title compound. Starting materials: [N+](=O)([O-])C1=CC=C(C=C1)C(=O)C=1C2=C(SC1N(C)C)C=C(C(=C2)F)OC (2-dimethylamino-5-fluoro-6-methoxybenzo[b]thiophene-3-yl 4-nitrophenyl ketone), [H-].[Na+] (NaH), OCCN1CCCC1 (1-(2-hydroxyethyl)pyrrolidine). Run in CN(C)C=O (DMF), CN(C)C=O (DMF). Reaction conditions: time 1 hour. Yields the product N1(CCCC1)CCOC1=CC=C(C=C1)C(=O)C=1C2=C(SC1N(C)C)C=C(C(=C2)F)OC (2-Dimethylamino-5-fluoro-6-methoxybenzo[b]thiophen-3-yl 4-[2-(1-Pyrrolidinyl)ethoxy]phenyl Ketone). Yield: 220.5%. RXN SMILES: [N+]([C:4]1[CH:9]=[CH:8][C:7]([C:10]([C:12]2[C:13]3[CH:23]=[C:22]([F:24])[C:21]([O:25][CH3:26])=[CH:20][C:14]=3[S:15][C:16]=2[N:17]([CH3:19])[CH3:18])=[O:11])=[CH:6][CH:5]=1)([O-])=O.[H-].[Na+].[OH:29][CH2:30][CH2:31][N:32]1[CH2:36][CH2:35][CH2:34][CH2:33]1>CN(C=O)C>[N:32]1([CH2:31][CH2:30][O:29][C:4]2[CH:5]=[CH:6][C:7]([C:10]([C:12]3[C:13]4[CH:23]=[C:22]([F:24])[C:21]([O:25][CH3:26])=[CH:20][C:14]=4[S:15][C:16]=3[N:17]([CH3:19])[CH3:18])=[O:11])=[CH:8][CH:9]=2)[CH2:36][CH2:35][CH2:34][CH2:33]1 |f:1.2|. Procedure: A mixture of 2.0 g (5.34 mmol) of 2-dimethylamino-5-fluoro-6-methoxybenzo[b]thiophene-3-yl 4-nitrophenyl ketone (Part C) and 1.4 g (60% dispersion in mineral oil; 35.0 mmol; washed with hexanes) of NaH in 60 mL of DMF was treated with a solution of 3.75 mL (32.1 mmol) of 1-(2-hydroxyethyl)pyrrolidine in 10 mL of DMF in such rate to control the effervescence. After complete addition, the reaction was stirred at room temperature for 1 h and was quenched by the careful addition of 5 mL of MeOH. The... Reactants: FC1=CC=C(C=C1)C1=C(N=C(N1)C1=CC=C(C=C1)O)C(=O)NC=1SC=CN1 (5-(4-Fluorophenyl)-2-(4-hydroxyphenyl)-N-(2-thiazolyl)-imidazole-4-carboxamide), C(C)(=O)OCCO (2-hydroxyethyl acetate), C1(=CC=CC=C1)P(C1=CC=CC=C1)C1=CC=CC=C1 (triphenylphosphine), CCOC(=O)/N=N/C(=O)OCC (diethylazodicarboxylate). Yields the product C(C)(=O)OCCOC1=CC=C(C=C1)C=1NC(=C(N1)C(=O)NC=1SC=CN1)C1=CC=C(C=C1)F (2-(4-(2-acetoxyethyloxy)phenyl)-5-(4-fluorophenyl)-N-(2-thiazolyl)imidazole-4-carboxamide). As a reaction SMILES: [F:1][C:2]1[CH:7]=[CH:6][C:5]([C:8]2[NH:12][C:11]([C:13]3[CH:18]=[CH:17][C:16]([OH:19])=[CH:15][CH:14]=3)=[N:10][C:9]=2[C:20]([NH:22][C:23]2[S:24][CH:25]=[CH:26][N:27]=2)=[O:21])=[CH:4][CH:3]=1.[C:28]([O:31][CH2:32][CH2:33]O)(=[O:30])[CH3:29].C1(P(C2C=CC=CC=2)C2C=CC=CC=2)C=CC=CC=1.CCOC(/N=N/C(OCC)=O)=O>>[C:28]([O:31][CH2:32][CH2:33][O:19][C:16]1[CH:17]=[CH:18][C:13]([C:11]2[NH:12][C:8]([C:5]3[CH:6]=[CH:7][C:2]([F:1])=[CH:3][CH:4]=3)=[C:9]([C:20]([NH:22][C:23]3[S:24][CH:25]=[CH:26][N:27]=3)=[O:21])[N:10]=2)=[CH:14][CH:15]=1)(=[O:30])[CH3:29]. Procedure details: 5-(4-Fluorophenyl)-2-(4-hydroxyphenyl)-N-(2-thiazolyl)-imidazole-4-carboxamide, 2-hydroxyethyl acetate, triphenylphosphine and diethylazodicarboxylate are reacted and treated in the same manner as in Example 24 to give 2-(4-(2-acetoxyethyloxy)phenyl)-5-(4-fluorophenyl)-N-(2-thiazolyl)imidazole-4-carboxamide. Reactants: COc1cc(CC(=O)O)ccc1OCc1ccccc1, C1CCOC1, O=C(Cl)C(=O)Cl, CN(C)C=O. Yields the product COc1cc(CC(=O)Cl)ccc1OCc1ccccc1. Reaction SMILES: [CH2:1]([c:2]1[cH:3][cH:4][cH:5][cH:6][cH:7]1)[O:8][c:9]1[c:10]([O:19][CH3:20])[cH:11][c:12]([CH2:15][C:16](=[O:17])[OH:18])[cH:13][cH:14]1.[CH2:32]1[O:33][CH2:34][CH2:35][CH2:36]1.[Cl:21][C:22]([C:23]([Cl:24])=[O:25])=[O:26].[O:27]=[CH:28][N:29]([CH3:30])[CH3:31]>>[CH2:1]([c:2]1[cH:3][cH:4][cH:5][cH:6][cH:7]1)[O:8][c:9]1[c:10]([O:19][CH3:20])[cH:11][c:12]([CH2:15][C:16](=[O:17])[Cl:21])[cH:13][cH:14]1. Reactants: C[Si](C#CC1=CC(=CC(=C1)C)C)(C)C (1-trimethylsilyl-2-(3,5-dimethylphenyl)acetylene), [OH-].[K+] (KOH), O (water). The solvent is C1CCOC1 (THF), CO (MeOH). Run at time 1 hour. The product is CC=1C=C(C=C(C1)C)C#C (1-(3,5-dimethylphenyl)acetylene). Isolated yield 82.7%. RXN SMILES: C[Si](C)(C)[C:3]#[C:4][C:5]1[CH:10]=[C:9]([CH3:11])[CH:8]=[C:7]([CH3:12])[CH:6]=1.[OH-].[K+].O>C1COCC1.CO>[CH3:12][C:7]1[CH:6]=[C:5]([C:4]#[CH:3])[CH:10]=[C:9]([CH3:11])[CH:8]=1 |f:1.2|. Reported procedure: A solution of crude 1-trimethylsilyl-2-(3,5-dimethylphenyl)acetylene (105 mmol, theoretical maximum) in THF (70 mL) and MeOH (280 mL) was cooled in an ice/water bath during addition of 8N KOH (16 mL, 128 mmol) and water (25 mL) and the reaction was then removed from ice/water bath. After 1 h, approximately half of the organic solvent was removed in vacuo. Hexanes (1 L) and water (400 mL) were added. The organic layer was washed with saturated brine, dried (Na2SO4), and concentrated to give 11.3 ... Starting materials: NC1CCN(CC1)CC1=CC=CC=C1 (4-amino-1-benzylpiperidine), N(=C=O)CC(=O)OCC (ethyl isocyanatoacetate). Run in O1CCCC1 (tetrahydrofuran). The product is C(C1=CC=CC=C1)N1CCC(CC1)NC(=O)NCC(=O)OCC (Ethyl [(1-benzylpiperidin-4-yl)carbamoyl]aminoacetate). The yield is 93.8%. As a reaction SMILES: [NH2:1][CH:2]1[CH2:7][CH2:6][N:5]([CH2:8][C:9]2[CH:14]=[CH:13][CH:12]=[CH:11][CH:10]=2)[CH2:4][CH2:3]1.[N:15]([CH2:18][C:19]([O:21][CH2:22][CH3:23])=[O:20])=[C:16]=[O:17]>O1CCCC1>[CH2:8]([N:5]1[CH2:6][CH2:7][CH:2]([NH:1][C:16]([NH:15][CH2:18][C:19]([O:21][CH2:22][CH3:23])=[O:20])=[O:17])[CH2:3][CH2:4]1)[C:9]1[CH:14]=[CH:13][CH:12]=[CH:11][CH:10]=1. Procedure details: 2 g of 4-amino-1-benzylpiperidine was dissolved in 15 ml of tetrahydrofuran. After adding 1.6 g of ethyl isocyanatoacetate, the resulting mixture was heated under reflux for 1 hour. Then the reaction mixture was concentrated under reduced pressure to thereby give 3.15 g of the title compound as white crystals.